This data is from the Open Reaction Database (ORD), a public repository of structured organic reaction records. The task is: describe an organic reaction: reactants, conditions, products, and yield Starting materials: CCS(=O)(=O)N1CCc2cc(Br)ccc21, CC(C)(C)P(C(C)(C)C)C(C)(C)C, Cn1c(C#N)ccc1B(O)O, CCOC(C)=O, [F-], [K+], O=C(C=Cc1ccccc1)C=Cc1ccccc1, O=C(C=Cc1ccccc1)C=Cc1ccccc1, O=C(C=Cc1ccccc1)C=Cc1ccccc1, [Pd], [Pd]. Yields the product CCS(=O)(=O)N1CCc2cc(-c3ccc(C#N)n3C)ccc21. RXN SMILES: [Br:1][c:2]1[cH:3][c:4]2[c:8]([cH:9][cH:10]1)[N:7]([S:11](=[O:12])(=[O:13])[CH2:14][CH3:15])[CH2:6][CH2:5]2.[C:29]([P:30]([C:31]([CH3:32])([CH3:33])[CH3:34])[C:35]([CH3:36])([CH3:37])[CH3:38])([CH3:39])([CH3:40])[CH3:41].[CH3:16][n:17]1[c:18]([B:24]([OH:25])[OH:26])[cH:19][cH:20][c:21]1[C:22]#[N:23].[CH3:42][CH2:43][O:44][C:45](=[O:46])[CH3:47].[F-:27].[K+:28].[O:50]=[C:51]([CH:52]=[CH:53][c:54]1[cH:55][cH:56][cH:57][cH:58][cH:59]1)[CH:60]=[CH:61][c:62]1[cH:63][cH:64][cH:65][cH:66][cH:67]1.[O:68]=[C:69]([CH:70]=[CH:71][c:72]1[cH:73][cH:74][cH:75][cH:76][cH:77]1)[CH:78]=[CH:79][c:80]1[cH:81][cH:82][cH:83][cH:84][cH:85]1.[O:86]=[C:87]([CH:88]=[CH:89][c:90]1[cH:91][cH:92][cH:93][cH:94][cH:95]1)[CH:96]=[CH:97][c:98]1[cH:99][cH:100][cH:101][cH:102][cH:103]1.[Pd:48].[Pd:49]>>[c:2]1(-[c:18]2[n:17]([CH3:16])[c:21]([C:22]#[N:23])[cH:20][cH:19]2)[cH:3][c:4]2[c:8]([cH:9][cH:10]1)[N:7]([S:11](=[O:12])(=[O:13])[CH2:14][CH3:15])[CH2:6][CH2:5]2. The reactants are CNC1=CC=C(C(=O)OC)C=C1 (methyl 4-(methylamino)benzoate), [H-].[H-].[H-].[H-].[Li+].[Al+3] (LAH). Run in C1CCOC1 (THF). Reaction conditions: time 2 hour. Product: CNC1=CC=C(C=C1)CO ([4-(methylamino)phenyl]methanol). Yield: 60.2%. As a reaction SMILES: [CH3:1][NH:2][C:3]1[CH:12]=[CH:11][C:6]([C:7](OC)=[O:8])=[CH:5][CH:4]=1.[H-].[H-].[H-].[H-].[Li+].[Al+3]>C1COCC1>[CH3:1][NH:2][C:3]1[CH:12]=[CH:11][C:6]([CH2:7][OH:8])=[CH:5][CH:4]=1 |f:1.2.3.4.5.6|. Procedure details: To a solution of methyl 4-(methylamino)benzoate (2.0 g, 12.1 mmol) in THF (30 mL) was added LAH (6.1 mL, 2.4 M in THF, 14.5 mmol) at 0° C. The reaction was stirred at r.t. for 2 h. The reaction was quenched with EtOAc (50 mL) and water (2 mL). The mixture was dried (Na2SO4) and concentrated. Purification by silica gel chromatography (PE:EtOAc=3:1) gave 1.0 g (60%) of the title compound as a yellow oil. [M+H] Calc'd for C8H11NO, 138. Found 138. The reactants are ClC=1C=C(CC2=CC=C(C(=O)O)C=C2)C=CC1Cl (4-(3,4-dichlorobenzyl)benzoic acid), CS(=O)(=O)N (methanesulphonamide), Cl.CN(CCCN=C=NCC)C (N-(3-dimethylaminopropyl)-N′-ethylcarbodiimide hydrochloride). The reagents and catalysts are CN(C1=CC=NC=C1)C (4-dimethylaminopyridine). The solvent is ClCCl (dichloromethane), ClCCl (dichloromethane). Conditions: time 5 hour. Yields the product ClC=1C=C(CC2=CC=C(C(=O)NS(=O)(=O)C)C=C2)C=CC1Cl (4-(3,4-Dichlorobenzyl)-N-(methylsulfonyl)benzamide). Yield: 52.7%. RXN SMILES: [Cl:1][C:2]1[CH:3]=[C:4]([CH:15]=[CH:16][C:17]=1[Cl:18])[CH2:5][C:6]1[CH:14]=[CH:13][C:9]([C:10](O)=[O:11])=[CH:8][CH:7]=1.[CH3:19][S:20]([NH2:23])(=[O:22])=[O:21].Cl.CN(C)CCCN=C=NCC>ClCCl.CN(C)C1C=CN=CC=1>[Cl:1][C:2]1[CH:3]=[C:4]([CH:15]=[CH:16][C:17]=1[Cl:18])[CH2:5][C:6]1[CH:14]=[CH:13][C:9]([C:10]([NH:23][S:20]([CH3:19])(=[O:22])=[O:21])=[O:11])=[CH:8][CH:7]=1 |f:2.3|. Reported procedure: To a solution of 4-(3,4-dichlorobenzyl)benzoic acid (Preparation 148,150 mg, 0.54 mmol) in dichloromethane (25 mL) was added methanesulphonamide (153 mg, 1.61 mmol), 4-dimethylaminopyridine (196 mg, 1.61 mmol) and N-(3-dimethylaminopropyl)-N′-ethylcarbodiimide hydrochloride (307 mg, 1.61 mmol) and the mixture was stirred at room temperature for 5 hours. The mixture was diluted with dichloromethane, washed with water and 1M hydrochloric acid solution, dried over Na2SO4 and the solvent evaporated ... Starting materials: COC(C(=CC1=C(C=C(C=C1)OCC1=CC=CC=C1)COC(C)=O)NC(=O)OC(C)(C)C)=O (3-(2-acetoxymethyl-4-benzyloxy-phenyl)-2-tert-butoxycarbonylamino-acrylic acid methyl ester), 1,2-bis((2R,5R)-2,5-diethylphospholano)benzene(cyclootadiene)rhodium (I) trifluoromethanesulfonate, [H][H] (hydrogen). Run in CO (methanol). Yields the product COC(C(CC1=C(C=C(C=C1)OCC1=CC=CC=C1)COC(C)=O)NC(=O)OC(C)(C)C)=O (3-(2-Acetoxymethyl-4-benzyloxy-phenyl)-2-tert-butoxycarbonylamino-propionic acid methyl ester). Yield: 90.0%. Reaction SMILES: [CH3:1][O:2][C:3](=[O:33])[C:4]([NH:25][C:26]([O:28][C:29]([CH3:32])([CH3:31])[CH3:30])=[O:27])=[CH:5][C:6]1[CH:11]=[CH:10][C:9]([O:12][CH2:13][C:14]2[CH:19]=[CH:18][CH:17]=[CH:16][CH:15]=2)=[CH:8][C:7]=1[CH2:20][O:21][C:22](=[O:24])[CH3:23].[H][H]>CO>[CH3:1][O:2][C:3](=[O:33])[CH:4]([NH:25][C:26]([O:28][C:29]([CH3:32])([CH3:31])[CH3:30])=[O:27])[CH2:5][C:6]1[CH:11]=[CH:10][C:9]([O:12][CH2:13][C:14]2[CH:19]=[CH:18][CH:17]=[CH:16][CH:15]=2)=[CH:8][C:7]=1[CH2:20][O:21][C:22](=[O:24])[CH3:23]. Reported procedure: To a solution of 3-(2-acetoxymethyl-4-benzyloxy-phenyl)-2-tert-butoxycarbonylamino-acrylic acid methyl ester (1.9 g, 4.2 mmol) in anhydrous methanol under nitrogen atmosphere was added 1,2-bis((2R,5R)-2,5-diethylphospholano)benzene(cyclootadiene)rhodium (I) trifluoromethanesulfonate (50 mg) and stirred on a Parr shaker at 50 psi of hydrogen atmosphere for 18 h. The solvent was evaporated and the desired product was crystallized from ethyl acetate-hexane in 90% yield. MS (ESI) 458 (M+H); Rf=1.81. The reactants are CC(=O)O, CC(=O)CC(=O)NC(Cc1ccccc1)(c1ccc(F)cc1)c1cc(F)cc(OC(F)(F)C(F)F)c1, O=N[O-], [Na+], O. Yields the product CC(=O)C(=NO)C(=O)NC(Cc1ccccc1)(c1ccc(F)cc1)c1cc(F)cc(OC(F)(F)C(F)F)c1. Reaction SMILES: [CH3:41][C:42](=[O:43])[OH:44].[F:1][c:2]1[cH:3][c:4]([C:15]([CH2:16][c:17]2[cH:18][cH:19][cH:20][cH:21][cH:22]2)([c:23]2[cH:24][cH:25][c:26]([F:29])[cH:27][cH:28]2)[NH:30][C:31]([CH2:32][C:33]([CH3:34])=[O:35])=[O:36])[cH:5][c:6]([O:8][C:9]([CH:10]([F:11])[F:12])([F:13])[F:14])[cH:7]1.[N:37](=[O:38])[O-:39].[Na+:40].[OH2:45]>>[F:1][c:2]1[cH:3][c:4]([C:15]([CH2:16][c:17]2[cH:18][cH:19][cH:20][cH:21][cH:22]2)([c:23]2[cH:24][cH:25][c:26]([F:29])[cH:27][cH:28]2)[NH:30][C:31]([C:32]([C:33]([CH3:34])=[O:35])=[N:37][OH:38])=[O:36])[cH:5][c:6]([O:8][C:9]([CH:10]([F:11])[F:12])([F:13])[F:14])[cH:7]1. Reactants: ClC=1C=C(C(=O)OC(C)(C)C)C=C(N1)C(F)(F)F (tert-butyl 2-chloro-6-(trifluoromethyl)isonicotinate), NC1CCN(CC1)C(=O)OC(C)(C)C (tert-butyl 4-aminopiperidine-1-carboxylate), C(C)(C)N(C(C)C)CC (N,N-diisopropylethylamine). Run in CS(=O)C (dimethyl sulfoxide), CCOC(=O)C (EtOAc). Product: C(C)(C)(C)OC(=O)N1CCC(CC1)NC=1C=C(C(=O)OC(C)(C)C)C=C(N1)C(F)(F)F (tert-butyl 2-{[1-(tert-butoxycarbonyl)piperidin-4-yl]amino}-6-(trifluoromethyl)isonicotinate). RXN SMILES: Cl[C:2]1[CH:3]=[C:4]([CH:12]=[C:13]([C:15]([F:18])([F:17])[F:16])[N:14]=1)[C:5]([O:7][C:8]([CH3:11])([CH3:10])[CH3:9])=[O:6].[NH2:19][CH:20]1[CH2:25][CH2:24][N:23]([C:26]([O:28][C:29]([CH3:32])([CH3:31])[CH3:30])=[O:27])[CH2:22][CH2:21]1.C(N(CC)C(C)C)(C)C>CS(C)=O.CCOC(C)=O>[C:29]([O:28][C:26]([N:23]1[CH2:24][CH2:25][CH:20]([NH:19][C:2]2[CH:3]=[C:4]([CH:12]=[C:13]([C:15]([F:18])([F:17])[F:16])[N:14]=2)[C:5]([O:7][C:8]([CH3:11])([CH3:10])[CH3:9])=[O:6])[CH2:21][CH2:22]1)=[O:27])([CH3:32])([CH3:30])[CH3:31]. Procedure details: A solution of tert-butyl 2-chloro-6-(trifluoromethyl)isonicotinate (3.0 g, 11 mmol, Example 21, Step 1), tert-butyl 4-aminopiperidine-1-carboxylate (4.3 g, 21 mmol, Aldrich) and N,N-diisopropylethylamine (3.7 mL, 21 mmol) in dimethyl sulfoxide (9.2 mL) was heated to 100° C. for 20 hours. The mixture was cooled to room temperature and diluted with EtOAc. The combined organic extracts were washed with water (3 times) and brine, dried over sodium sulfate, filtered and concentrated. Flash chromatogr... Starting materials: ester, COC(C1=C(C=CC(=C1)C=1SC=C(N1)C1=CC(=C(C=C1)Cl)Cl)Br)=O (2-bromo-5-[4-(3,4-dichloro-phenyl)-thiazol-2-yl]-benzoic acid methyl ester), COC(C1=C(C=CC(=C1)C=1SC=C(N1)C1=CC(=C(C=C1)Cl)Cl)Br)=O (2-bromo-5-[4-(3,4-dichloro-phenyl)-thiazol-2-yl]-benzoic acid methyl ester), ClC1=C(C=CC(=C1)OCC)B(O)O (2-chloro-4-ethoxyphenylboronic acid). The product is ClC1=C(C=CC(=C1)OCC)C=1C(=CC(=CC1)C=1SC=C(N1)C1=CC(=C(C=C1)Cl)Cl)C(=O)O (2′-chloro-4-[4-(3,4-dichloro-phenyl)-thiazol-2-yl]-4′-ethoxy-biphenyl-2-carboxylic acid). Isolated yield 2.4%. As a reaction SMILES: C[O:2][C:3](=[O:24])[C:4]1[CH:9]=[C:8]([C:10]2[S:11][CH:12]=[C:13]([C:15]3[CH:20]=[CH:19][C:18]([Cl:21])=[C:17]([Cl:22])[CH:16]=3)[N:14]=2)[CH:7]=[CH:6][C:5]=1Br.[Cl:25][C:26]1[CH:31]=[C:30]([O:32][CH2:33][CH3:34])[CH:29]=[CH:28][C:27]=1B(O)O>>[Cl:25][C:26]1[CH:31]=[C:30]([O:32][CH2:33][CH3:34])[CH:29]=[CH:28][C:27]=1[C:5]1[C:4]([C:3]([OH:2])=[O:24])=[CH:9][C:8]([C:10]2[S:11][CH:12]=[C:13]([C:15]3[CH:20]=[CH:19][C:18]([Cl:21])=[C:17]([Cl:22])[CH:16]=3)[N:14]=2)=[CH:7][CH:6]=1. Procedure: Using the conditions of General Procedure A for Suzuki Coupling and Hydrolysis in Parallel Mode, 2-bromo-5-[4-(3,4-dichloro-phenyl)-thiazol-2-yl]-benzoic acid methyl ester (which may be prepared as described for Intermediate 6; 111 mg, 0.25 mmol) was reacted with 2-chloro-4-ethoxyphenylboronic acid (available from Combi-Blocks Inc.; 100 mg, 0.5 mmol). The resulting ester was hydrolyzed and the acid was purified to give 2′-chloro-4-[4-(3,4-dichloro-phenyl)-thiazol-2-yl]-4′-ethoxy-biphenyl-2-carbo... The product is OC(c1cccs1)c1cccnc1Cl. Reactants: [Li]CCCC, CCCCCC, CC(C)NC(C)C, Clc1ccccn1, C1CCOC1, O=Cc1cccs1. As a reaction SMILES: [CH2:1]([Li:2])[CH2:3][CH2:4][CH3:5].[CH3:32][CH2:33][CH2:34][CH2:35][CH2:36][CH3:37].[CH:6]([NH:7][CH:8]([CH3:9])[CH3:10])([CH3:11])[CH3:12].[Cl:13][c:14]1[cH:15][cH:16][cH:17][cH:18][n:19]1.[O:27]1[CH2:28][CH2:29][CH2:30][CH2:31]1.[s:20]1[c:21]([CH:25]=[O:26])[cH:22][cH:23][cH:24]1>>[Cl:13][c:14]1[c:15]([CH:25]([c:21]2[s:20][cH:24][cH:23][cH:22]2)[OH:26])[cH:16][cH:17][cH:18][n:19]1.